This data is from the Open Reaction Database (ORD), a public repository of structured organic reaction records. The task is: describe an organic reaction: reactants, conditions, products, and yield The reactants are O=C([O-])[O-], CN(C)C=O, Cc1ccccc1, ClCCCN1CCOCC1, [K+], [K+], COc1ccc(C#N)cc1O. Product: COc1ccc(C#N)cc1OCCCN1CCOCC1. RXN SMILES: [C:12](=[O:13])([O-:14])[O-:15].[CH3:18][N:19]([CH3:20])[CH:21]=[O:22].[CH3:33][c:34]1[cH:35][cH:36][cH:37][cH:38][cH:39]1.[Cl:23][CH2:24][CH2:25][CH2:26][N:27]1[CH2:28][CH2:29][O:30][CH2:31][CH2:32]1.[K+:16].[K+:17].[OH:1][c:2]1[cH:3][c:4]([C:5]#[N:6])[cH:7][cH:8][c:9]1[O:10][CH3:11]>>[O:1]([c:2]1[cH:3][c:4]([C:5]#[N:6])[cH:7][cH:8][c:9]1[O:10][CH3:11])[CH2:24][CH2:25][CH2:26][N:27]1[CH2:28][CH2:29][O:30][CH2:31][CH2:32]1. Starting materials: IC=1C=CC=C2C(C(NC12)=O)=O (7-iodoisatin), N1C(=O)C(=O)C2=CC=CC=C12 (isatin), tetrakis[triphenylphosphine]palladium, C1(=CC=CC=C1)B(O)O (Phenylboronic acid), C([O-])(O)=O.[Na+] (sodium bicarbonate). Run in C(C)(=O)OCC (ethyl acetate), ClCCl (dichloromethane), O (water), COCCOC (1,2-dimethoxyethane). Yields the product C1(=CC=CC=C1)C=1C=CC=C2C(C(NC12)=O)=O (7-phenylisatin). As a reaction SMILES: [NH:1]1[C:11]2[C:6](=[CH:7][CH:8]=[CH:9][CH:10]=2)[C:4](=[O:5])[C:2]1=[O:3].[C:12]1(B(O)O)[CH:17]=[CH:16][CH:15]=[CH:14][CH:13]=1.C(=O)(O)[O-].[Na+].IC1C=CC=C2C=1NC(=O)C2=O>O.ClCCl.C(OCC)(=O)C.COCCOC>[C:12]1([C:10]2[CH:9]=[CH:8][CH:7]=[C:6]3[C:11]=2[NH:1][C:2](=[O:3])[C:4]3=[O:5])[CH:17]=[CH:16][CH:15]=[CH:14][CH:13]=1 |f:2.3|. Reported procedure: This compound was prepared according to the procedure described by Lisowski et al. J. Org. Chem., 2000, 65, 4193. To a 1 L 3-necked round-bottomed flask fitted with a reflux condenser were added intermediate 6 (2.0 g, 7.33 mmol) and tetrakis[triphenylphosphine]palladium (0.424 g, 0.367 mmol), followed by 225 mL 1,2-dimethoxyethane. The atmosphere in the reaction vessel was made inert by opening to vacuum, then to a positive pressure of nitrogen (3×). Phenylboronic acid (Aldrich, 0.983 g, 8.06 mm... Starting materials: CC(=O)OC(C)=O, O=CO, Cl, COc1cc(CCN)ccc1O, C1CCOC1. The product is COc1cc(CCNC=O)ccc1O. As a reaction SMILES: [CH3:4][C:5]([O:6][C:7](=[O:8])[CH3:9])=[O:10].[CH:1](=[O:2])[OH:3].[ClH:11].[NH2:12][CH2:13][CH2:14][c:15]1[cH:16][c:17]([O:22][CH3:23])[c:18]([OH:21])[cH:19][cH:20]1.[O:24]1[CH2:25][CH2:26][CH2:27][CH2:28]1>>[CH:1](=[O:2])[NH:12][CH2:13][CH2:14][c:15]1[cH:16][c:17]([O:22][CH3:23])[c:18]([OH:21])[cH:19][cH:20]1. The reactants are C(CCC)[Li] (n-butyllithium), [PH4+] (phosphonium), C(CCC)C=1NC2=CC=C(C=C2C(N1)=O)C=O (2-butyl-1,4-dihydro-4-oxo-6-quinazolinecarboxaldehyde). The reagents and catalysts are [Br-].C[P+](C1=CC=CC=C1)(C1=CC=CC=C1)C1=CC=CC=C1 (methyltriphenylphosphonium bromide). Solvent: O1CCCC1 (tetrahydrofuran), hexanes. Conditions: temperature -78 celsius, time 18 hour. Product: C(CCC)C=1NC2=CC=C(C=C2C(N1)=O)C=C (2-Butyl-6-ethenyl-4(1H)-quinazolinone). Reaction SMILES: [CH2:1]([Li])CCC.[PH4+].[CH2:7]([C:11]1[NH:12][C:13]2[C:18]([C:19](=[O:21])[N:20]=1)=[CH:17][C:16]([CH:22]=O)=[CH:15][CH:14]=2)[CH2:8][CH2:9][CH3:10]>[Br-].C[P+](C1C=CC=CC=1)(C1C=CC=CC=1)C1C=CC=CC=1.O1CCCC1>[CH2:7]([C:11]1[NH:12][C:13]2[C:18]([C:19](=[O:21])[N:20]=1)=[CH:17][C:16]([CH:22]=[CH2:1])=[CH:15][CH:14]=2)[CH2:8][CH2:9][CH3:10] |f:3.4|. Procedure details: To a suspension of 15.14 g of methyltriphenylphosphonium bromide in tetrahydrofuran, cooled to -78° C., is slowly added 21.73 ml of 1.95M n-butyllithium in hexanes. The reaction mixture is allowed to warm to room temperature and stirred until all of the phosphonium salt dissolves. This takes approximately 30 minutes. The reaction mixture is cooled to -78° C. and 1.95 g of 2-butyl-1,4-dihydro-4-oxo-6-quinazolinecarboxaldehyde added in one portion as a solid. The reaction mixture is allowed to war... The reactants are C(C)OC(CC=1C=C(C(=CC1)OC)C1=C(C=C(C=C1)C(F)(F)F)CNCC)=O ((2′-ethylaminomethyl-6-methoxy-4′-trifluoromethyl-biphenyl-3-yl)-acetic acid ethyl ester), C1(=CC=CC=C1)SCC(=O)Cl ((phenylthio)acetyl chloride). Product: C(C)OC(CC=1C=C(C(=CC1)OC)C1=C(C=C(C=C1)C(F)(F)F)CN(C(CSC1=CC=CC=C1)=O)CC)=O ((2′-{[Ethyl-(2-phenylsulfanyl-acetyl)-amino]-methyl}-6-methoxy-4′-trifluoromethyl-biphenyl-3-yl)-acetic acid ethyl ester). As a reaction SMILES: [CH2:1]([O:3][C:4](=[O:28])[CH2:5][C:6]1[CH:7]=[C:8]([C:14]2[CH:19]=[CH:18][C:17]([C:20]([F:23])([F:22])[F:21])=[CH:16][C:15]=2[CH2:24][NH:25][CH2:26][CH3:27])[C:9]([O:12][CH3:13])=[CH:10][CH:11]=1)[CH3:2].[C:29]1([S:35][CH2:36][C:37](Cl)=[O:38])[CH:34]=[CH:33][CH:32]=[CH:31][CH:30]=1>>[CH2:1]([O:3][C:4](=[O:28])[CH2:5][C:6]1[CH:7]=[C:8]([C:14]2[CH:19]=[CH:18][C:17]([C:20]([F:23])([F:21])[F:22])=[CH:16][C:15]=2[CH2:24][N:25]([CH2:26][CH3:27])[C:37](=[O:38])[CH2:36][S:35][C:29]2[CH:34]=[CH:33][CH:32]=[CH:31][CH:30]=2)[C:9]([O:12][CH3:13])=[CH:10][CH:11]=1)[CH3:2]. Reported procedure: Prepared according to the procedure described in Example 1, Step 6, using the following starting materials: (2′-ethylaminomethyl-6-methoxy-4′-trifluoromethyl-biphenyl-3-yl)-acetic acid ethyl ester and (phenylthio)acetyl chloride.